The task is: describe an organic reaction: reactants, conditions, products, and yield. This data is from the Open Reaction Database (ORD), a public repository of structured organic reaction records. The reactants are C(C)N(C(CC1=CC(=C(C=C1)OC)OC)=O)CC (3,4-Dimethoxyphenylacetic acid diethylamide), OC=1C=C(C=CC1O)CC(=O)O (3,4-Dihydroxyphenylacetic acid). Yields the product C(C)N(C(CC1=CC(=C(C=C1)O)O)=O)CC (3,4-Dihydroxyphenylacetic acid diethylamide). Isolated yield 67.0%. RXN SMILES: [CH2:1]([N:3]([CH2:17][CH3:18])[C:4](=[O:16])[CH2:5][C:6]1[CH:11]=[CH:10][C:9]([O:12]C)=[C:8]([O:14]C)[CH:7]=1)[CH3:2].OC1C=C(CC(O)=O)C=CC=1O>>[CH2:17]([N:3]([CH2:1][CH3:2])[C:4](=[O:16])[CH2:5][C:6]1[CH:11]=[CH:10][C:9]([OH:12])=[C:8]([OH:14])[CH:7]=1)[CH3:18]. Reported procedure: This compound was prepared from Compound H using a procedure analogous to that of Compound A, with a yield of 67%. The reactants are COc1ccc(C=O)cc1OC, CCOC(C)=O, N#C[K], [Na+], O, O=S([O-])O. The product is COc1ccc(C(O)C#N)cc1OC. Reaction SMILES: [CH3:1][O:2][c:3]1[cH:4][cH:5][c:6]([CH:7]=[O:8])[cH:9][c:10]1[O:11][CH3:12].[CH3:21][CH2:22][O:23][C:24](=[O:25])[CH3:26].[K:18][C:19]#[N:20].[Na+:17].[OH2:27].[S:13](=[O:14])([OH:15])[O-:16]>>[CH3:1][O:2][c:3]1[cH:4][cH:5][c:6]([CH:7]([OH:8])[C:19]#[N:20])[cH:9][c:10]1[O:11][CH3:12]. Starting materials: CN(C)C=O, O=C(O)c1c[nH]c2c(Cl)cccc12, [H-], [Na+], Cc1ccc(S(=O)(=O)OCC2CCOCC2)cc1. Product: O=C(O)c1cn(CC2CCOCC2)c2c(Cl)cccc12. As a reaction SMILES: [CH3:34][N:35]([CH3:36])[CH:37]=[O:38].[Cl:1][c:2]1[cH:3][cH:4][cH:5][c:6]2[c:7]([C:11](=[O:12])[OH:13])[cH:8][nH:9][c:10]12.[H-:14].[Na+:15].[O:16]1[CH2:17][CH2:18][CH:19]([CH2:22][O:23][S:24]([c:25]2[cH:26][cH:27][c:28]([CH3:29])[cH:30][cH:31]2)(=[O:32])=[O:33])[CH2:20][CH2:21]1>>[Cl:1][c:2]1[cH:3][cH:4][cH:5][c:6]2[c:7]([C:11](=[O:12])[OH:13])[cH:8][n:9]([CH2:22][CH:19]3[CH2:18][CH2:17][O:16][CH2:21][CH2:20]3)[c:10]12. Reactants: C(=O)(C(F)(F)F)O (TFA), ClC1=CC=C(C=C1)C(CC=1SC=CN1)NC(=O)C1(CCN(CC1)C=1C2=C(N=CN1)NC=C2)NC(OC(C)(C)C)=O (tert-butyl 4-(1-(4-chlorophenyl)-2-(thiazol-2-yl)ethylcarbamoyl)-1-(7H-pyrrolo[2,3-d]pyrimidin-4-yl)piperidin-4-ylcarbamate), ClC1=CC=C(C=C1)C(CC=1SC=CN1)NC(=O)C1(CCN(CC1)C=1C2=C(N=CN1)NC=C2)NC(OC(C)(C)C)=O (tert-butyl 4-(1-(4-chlorophenyl)-2-(thiazol-2-yl)ethylcarbamoyl)-1-(7H-pyrrolo[2,3-d]pyrimidin-4-yl)piperidin-4-ylcarbamate). Run in ClCCl (dichloromethane). Yields the product NC1(CCN(CC1)C=1C2=C(N=CN1)NC=C2)C(=O)NC(CC=2SC=CN2)C2=CC=C(C=C2)Cl (4-amino-N-(1-(4-chlorophenyl)-2-(thiazol-2-yl)ethyl)-1-(7H-pyrrolo[2,3-d]pyrimidin-4-yl)piperidine-4-carboxamide). Yield: 56.6%. As a reaction SMILES: C(O)(C(F)(F)F)=O.[Cl:8][C:9]1[CH:14]=[CH:13][C:12]([CH:15]([NH:22][C:23]([C:25]2([NH:40]C(=O)OC(C)(C)C)[CH2:30][CH2:29][N:28]([C:31]3[C:32]4[CH:39]=[CH:38][NH:37][C:33]=4[N:34]=[CH:35][N:36]=3)[CH2:27][CH2:26]2)=[O:24])[CH2:16][C:17]2[S:18][CH:19]=[CH:20][N:21]=2)=[CH:11][CH:10]=1>ClCCl>[NH2:40][C:25]1([C:23]([NH:22][CH:15]([C:12]2[CH:11]=[CH:10][C:9]([Cl:8])=[CH:14][CH:13]=2)[CH2:16][C:17]2[S:18][CH:19]=[CH:20][N:21]=2)=[O:24])[CH2:26][CH2:27][N:28]([C:31]2[C:32]3[CH:39]=[CH:38][NH:37][C:33]=3[N:34]=[CH:35][N:36]=2)[CH2:29][CH2:30]1. Procedure: TFA (2.0 mL) was added to a suspension of tert-butyl 4-(1-(4-chlorophenyl)-2-(thiazol-2-yl)ethylcarbamoyl)-1-(7H-pyrrolo[2,3-d]pyrimidin-4-yl)piperidin-4-ylcarbamate (Intermediate 96) (918 mg, 0.95 mmol) in dichloromethane (20 mL) under argon. The resulting solution was stirred at room temperature for one night. The solvents were removed in vacuo and the reaction mixture was purified by preparative HPLC using a Waters X-Bridge reverse-phase column (C-18, 5 microns silica, 19 mm diameter, 100 mm ... The reactants are O=C1C2=C(N=C3N1C=C(C=C3)C(=O)O)CSC2 (3,10-dihydro-10-oxo-1H-pyrido[1,2-a]thieno[3,4-d]pyrimidine-7-carboxylic Acid), C(=O)(N1C=NC=C1)N1C=NC=C1 (1,1' carbonyldiimidazole), C([O-])(O)=O.[Na+] (sodium bicarbonate), C(C)O (ethanol). Solvent: CN(C=O)C (dimethylformamide), O1CCCC1 (tetrahydrofuran). Conditions: time 3 hour. Product: O=C1C2=C(N=C3N1C=C(C=C3)C(=O)OCC)CSC2 (Ethyl 3,10-dihydro-10-oxo-1H-pyrido[1,2-a]thieno[3,4-d]pyrimidine-7-carboxylate). RXN SMILES: [O:1]=[C:2]1[N:7]2[CH:8]=[C:9]([C:12]([OH:14])=[O:13])[CH:10]=[CH:11][C:6]2=[N:5][C:4]2[CH2:15][S:16][CH2:17][C:3]1=2.C(N1C=CN=C1)(N1[CH:24]=[CH:23]N=C1)=O.C(O)C.C(=O)(O)[O-].[Na+]>CN(C)C=O.O1CCCC1>[O:1]=[C:2]1[N:7]2[CH:8]=[C:9]([C:12]([O:14][CH2:23][CH3:24])=[O:13])[CH:10]=[CH:11][C:6]2=[N:5][C:4]2[CH2:15][S:16][CH2:17][C:3]1=2 |f:3.4|. Procedure details: A mixture of 3,10-dihydro-10-oxo-1H-pyrido[1,2-a]thieno[3,4-d]pyrimidine-7-carboxylic Acid (15 g., 0.06 mol) and 1,1' carbonyldiimidazole (9.8 g, 0.06 mol) in dimethylformamide (12 ml) and tetrahydrofuran (700 ml) is refluxed with stirring for 3 hours. Absolute ethanol (20 ml) is added and refluxing is continued for a further 3 hours. The solvents are removed under reduced pressure. The residue is shaken with hot 0.5 mol aqueous sodium bicarbonate (200 ml), cooled and filtered. The residue is wa... Starting materials: C(#C)C1=CC=C(C=C1)CCC(=O)OC (methyl 3-(4-ethynylphenyl)propanoate), BrC1=CN=CS1 (5-bromothiazole). The product is S1C=NC=C1C#CC1=CC=C(C=C1)CCC(=O)O (3-(4-(Thiazol-5-ylethynyl)phenyl)propanoic acid), white solid. The yield is 21.0%. RXN SMILES: [C:1]([C:3]1[CH:8]=[CH:7][C:6]([CH2:9][CH2:10][C:11]([O:13]C)=[O:12])=[CH:5][CH:4]=1)#[CH:2].Br[C:16]1[S:20][CH:19]=[N:18][CH:17]=1>>[S:20]1[C:16]([C:2]#[C:1][C:3]2[CH:8]=[CH:7][C:6]([CH2:9][CH2:10][C:11]([OH:13])=[O:12])=[CH:5][CH:4]=2)=[CH:17][N:18]=[CH:19]1. Reported procedure: The title compound was prepared from methyl 3-(4-ethynylphenyl)propanoate (95 mg, 0.50 mmol) and 5-bromothiazole (50 μL, 0.56 mmol) according to the general procedure IF. After concentration the residue was hydrolyzed according to the general procedure II to give 28 mg (21%) of a white solid after purification by flash chromatography (SiO2, EtOAc [with 1.25% AcOH]:PE, 1:2): Rf=0.12 ([EtOAc with 1.25% AcOH]:PE, 1:2); 1H NMR (DMSO-d6) δ 12.14 (s, 1H), 9.16 (d, J=0.6 Hz, 1H), 8.20 (d, J=0.6 Hz, 1H)... Reported procedure: 2-Maleimidylethanol (12) (0.3 to 1 mol), 0.05 to 1 mol of maleic anhydride, 0.1 to 1 mol of t-butyl 5-norbornene-2-carboxylate (19), 0.05 to 1 mol of 2-hydroxyethyl 5-norbornene-2-carboxylate (21), and 0.01 to 0.3 mol of 5-norbornene-2-carboxylic acid (20) were dissolved in 180 to 230 g of THF to which was added 0.5 to 20 g of AIBN as a polymerization initiator. The reaction mixture was allowed to react at 60° C. to 75° C. for 4 to 24 hours under a nitrogen atmosphere. The resulting crude resin ... The product is C1(C=CC(N1CCO)=O)=O.C1(\C=C/C(=O)O1)=O.C12C(CC(C=C1)C2)C(=O)OC(C)(C)C.C12C(CC(C=C1)C2)C(=O)OCCO.C12C(CC(C=C1)C2)C(=O)O (2-maleimidylethanol maleic anhydride t-butyl 5-norbornene- 2-carboxylate 2-hydroxyethyl 5-norbornene-2-carboxylate 5-norbornene-2-carboxylic acid). Reaction SMILES: [C:1]1(=[O:10])[N:5]([CH2:6][CH2:7][OH:8])[C:4](=[O:9])[CH:3]=[CH:2]1.[C:11]1(=[O:17])[O:16][C:14](=[O:15])[CH:13]=[CH:12]1.[CH:18]12[CH2:24][CH:21]([CH:22]=[CH:23]1)[CH2:20][CH:19]2[C:25]([O:27][C:28]([CH3:31])([CH3:30])[CH3:29])=[O:26].C([C:34]12[CH2:40][CH:37]([CH:38]=[CH:39]1)[CH2:36][CH:35]2[C:41]([O:43]O)=[O:42])C.[CH:45]12[CH2:51][CH:48]([CH:49]=[CH:50]1)[CH2:47][CH:46]2[C:52]([OH:54])=[O:53].CC(N=NC(C#N)(C)C)(C#N)C>C1COCC1>[C:4]1(=[O:9])[N:5]([CH2:6][CH2:7][OH:8])[C:1](=[O:10])[CH:2]=[CH:3]1.[C:14]1(=[O:15])[O:16][C:11](=[O:17])[CH:12]=[CH:13]1.[CH:18]12[CH2:24][CH:21]([CH:22]=[CH:23]1)[CH2:20][CH:19]2[C:25]([O:27][C:28]([CH3:31])([CH3:30])[CH3:29])=[O:26].[CH:34]12[CH2:40][CH:37]([CH:38]=[CH:39]1)[CH2:36][CH:35]2[C:41]([O:43][CH2:46][CH2:52][OH:53])=[O:42].[CH:45]12[CH2:51][CH:48]([CH:49]=[CH:50]1)[CH2:47][CH:46]2[C:52]([OH:54])=[O:53] |f:7.8.9.10.11|. Run in C1CCOC1 (THF). Starting materials: C1(C=CC(N1CCO)=O)=O (2-Maleimidylethanol), C1(\C=C/C(=O)O1)=O (maleic anhydride), C12C(CC(C=C1)C2)C(=O)OC(C)(C)C (t-butyl 5-norbornene-2-carboxylate), C(C)C12C(CC(C=C1)C2)C(=O)OO (2-hydroxy ethyl-5-norbornene- 2-carboxylate), C12C(CC(C=C1)C2)C(=O)O (5-norbornene-2-carboxylic acid), CC(C)(C#N)N=NC(C)(C)C#N (AIBN). Reactants: FC1=CC=C(C=C1)S(=O)(=O)Cl (4-Fluorobenzenesulfonylchloride), N (ammonia). The solvent is ClCCl (dichloromethane). Conditions: time 2 hour. Product: FC1=CC=C(C=C1)S(=O)(=O)N (4-fluorobenzenesulfonamide). As a reaction SMILES: [F:1][C:2]1[CH:7]=[CH:6][C:5]([S:8](Cl)(=[O:10])=[O:9])=[CH:4][CH:3]=1.[NH3:12]>ClCCl>[F:1][C:2]1[CH:7]=[CH:6][C:5]([S:8]([NH2:12])(=[O:10])=[O:9])=[CH:4][CH:3]=1. Reported procedure: 4-Fluorobenzenesulfonylchloride (25 g) were dissolved in dichloromethane (250 ml) and treated at 0° C. with an aqueous solution of ammonia (25%, 50 ml). The mixture was stirred for 2 hours with cooling and overnight at room temperature. The reaction mixture was acidified and the organic solvent evaporated. The residue was extracted with ethyl acetate to yield 20 g 4-fluorobenzenesulfonamide, which were dissolved in water (300 ml), treated with 1-benzyl-piperazine (102 g) and refluxed for 24 hour... The reactants are Cl, N#C[K], O=C1CN2CCC1CC2, O. The product is N#CC1(O)CN2CCC1CC2. As a reaction SMILES: [ClH:4].[K:1][C:2]#[N:3].[N:5]12[CH2:6][C:7](=[O:13])[CH:8]([CH2:9][CH2:10]1)[CH2:11][CH2:12]2.[OH2:14]>>[C:2](#[N:3])[C:7]1([OH:13])[CH2:6][N:5]2[CH2:10][CH2:9][CH:8]1[CH2:11][CH2:12]2. Starting materials: CC(=O)O (AcOH), C(C)(C)(C)OC(N[C@@H](C(=O)C1C(OC(OC1=O)(C)C)=O)CC1=CC=C(C=C1)C1=CC=CC=C1)=O ([(R)-1-biphenyl-4-ylmethyl-2-(2,2-dimethyl-4,6-dioxo-[1,3]dioxan-5-yl)-2-oxo-ethyl]-carbamic acid t-butyl ester), [Na+].[Cl-] (NaCl), [Na+].[Cl-] (NaCl), [BH4-].[Na+] (sodium borohydride), CC(=O)O (AcOH). Run in CC#N (MeCN), O (water). Run at temperature -5 celsius, time 30 minute. The product is C(C)(C)(C)OC(N[C@H](CC1=CC=C(C=C1)C1=CC=CC=C1)CC1C(OC(OC1=O)(C)C)=O)=O ([(S)-2-biphenyl-4-yl-1-(2,2-dimethyl-4,6-dioxo-[1,3]dioxan-5-ylmethyl)ethyl]carbamic acid t-butyl ester). Isolated yield 17.3%. Reaction SMILES: CC(O)=O.[C:5]([O:9][C:10](=[O:38])[NH:11][C@H:12]([CH2:25][C:26]1[CH:31]=[CH:30][C:29]([C:32]2[CH:37]=[CH:36][CH:35]=[CH:34][CH:33]=2)=[CH:28][CH:27]=1)[C:13]([CH:15]1[C:20](=[O:21])[O:19][C:18]([CH3:23])([CH3:22])[O:17][C:16]1=[O:24])=O)([CH3:8])([CH3:7])[CH3:6].[BH4-].[Na+].[Na+].[Cl-]>CC#N.O>[C:5]([O:9][C:10](=[O:38])[NH:11][C@@H:12]([CH2:13][CH:15]1[C:20](=[O:21])[O:19][C:18]([CH3:23])([CH3:22])[O:17][C:16]1=[O:24])[CH2:25][C:26]1[CH:27]=[CH:28][C:29]([C:32]2[CH:37]=[CH:36][CH:35]=[CH:34][CH:33]=2)=[CH:30][CH:31]=1)([CH3:8])([CH3:6])[CH3:7] |f:2.3,4.5|. Reported procedure: AcOH (8.6 mL) was added to a solution of crude [(R)-1-biphenyl-4-ylmethyl-2-(2,2-dimethyl-4,6-dioxo-[1,3]dioxan-5-yl)-2-oxo-ethyl]-carbamic acid t-butyl ester (6.4 g, 14 mmol) in anhydrous MeCN (90 mL) was added AcOH (8.6 mL) at −5° C. under nitrogen. The mixture was stirred at −5° C. for 30 minutes, then sodium borohydride (1.3 g, 34.5 mmol) was added in small portions over 2 hours. After stirring for another 1 hour at −5° C., saturated aqueous NaCl and 1.7 M of NaCl in water (30 mL) was added....